describe an organic reaction: reactants, conditions, products, and yield From a dataset of the Open Reaction Database (ORD), a public repository of structured organic reaction records. The yield is 95.7%. Reported procedure: A solution of 0.26 g of sodium nitrite in 1 ml of water is dropped to a solution containing 0.62 g of 3-(2-bromophenyl)-6-(2,6-difluorophenyl)-1,2-dihydro-1,2,4,5-tetrazine [prepared in the preceeding step c.)] in 2 ml of glacial acetic acid at room temperature under stirring. The progress of the reaction is followed by thin layer chromatography (TLC). The reddish-violet crystals are filtered, washed with water until neutral and dried to give 0.59 g of crystalline desired product, i.e. the title... As a reaction SMILES: N([O-])=O.[Na+].[Br:5][C:6]1[CH:11]=[CH:10][CH:9]=[CH:8][C:7]=1[C:12]1[NH:13][NH:14][C:15]([C:18]2[C:23]([F:24])=[CH:22][CH:21]=[CH:20][C:19]=2[F:25])=[N:16][N:17]=1>O.C(O)(=O)C>[Br:5][C:6]1[CH:11]=[CH:10][CH:9]=[CH:8][C:7]=1[C:12]1[N:17]=[N:16][C:15]([C:18]2[C:19]([F:25])=[CH:20][CH:21]=[CH:22][C:23]=2[F:24])=[N:14][N:13]=1 |f:0.1|. Yields the product BrC1=C(C=CC=C1)C=1N=NC(=NN1)C1=C(C=CC=C1F)F (3-(2-Bromophenyl)-6-(2,6-difluorophenyl)-1,2,4,5-tetrazine). The reactants are N(=O)[O-].[Na+] (sodium nitrite), BrC1=C(C=CC=C1)C=1NNC(=NN1)C1=C(C=CC=C1F)F (3-(2-bromophenyl)-6-(2,6-difluorophenyl)-1,2-dihydro-1,2,4,5-tetrazine). Solvent: O (water), C(C)(=O)O (acetic acid). Starting materials: [Cl-].C(CCC)N1C(C(N(CC1)C(C(=O)N[NH3+])C1=CC=CC=C1)=O)=O (2-[(4-butyl-2,3-dioxopiperazin-1-yl)(phenyl)acetyl]hydrazinium chloride), C(C)(C)(C)OC(=O)N1C(C(CCC1)C1=CC=CC=C1)C(=O)O (1-(tert-butoxycarbonyl)-3-phenylpiperidine-2-carboxylic acid), ON1N=NC2=C1C=CC=C2 (1-hydroxybenzotriazole), C(C)(C)N(CC)C(C)C (diisopropylethylamine), polystyrene. Solvent: ClCCCl (1,2-dichloroethane). Reaction conditions: time 24 hour. Product: C(CCC)N1C(C(N(CC1)C(C(=O)NNC(=O)C1N(CCCC1C1=CC=CC=C1)C(=O)OC(C)(C)C)C1=CC=CC=C1)=O)=O (tert-butyl 2-({2-[(4-butyl-2,3-dioxopiperazin-1-yl)(phenyl)acetyl]hydrazino}carbonyl)-3-phenylpiperidine-1-carboxylate). Yield: 11.0%. RXN SMILES: [Cl-].[CH2:2]([N:6]1[CH2:11][CH2:10][N:9]([CH:12]([C:17]2[CH:22]=[CH:21][CH:20]=[CH:19][CH:18]=2)[C:13]([NH:15][NH3+:16])=[O:14])[C:8](=[O:23])[C:7]1=[O:24])[CH2:3][CH2:4][CH3:5].[C:25]([O:29][C:30]([N:32]1[CH2:37][CH2:36][CH2:35][CH:34]([C:38]2[CH:43]=[CH:42][CH:41]=[CH:40][CH:39]=2)[CH:33]1[C:44](O)=[O:45])=[O:31])([CH3:28])([CH3:27])[CH3:26].ON1C2C=CC=CC=2N=N1.C(N(C(C)C)CC)(C)C>ClCCCl>[CH2:2]([N:6]1[CH2:11][CH2:10][N:9]([CH:12]([C:17]2[CH:18]=[CH:19][CH:20]=[CH:21][CH:22]=2)[C:13]([NH:15][NH:16][C:44]([CH:33]2[CH:34]([C:38]3[CH:43]=[CH:42][CH:41]=[CH:40][CH:39]=3)[CH2:35][CH2:36][CH2:37][N:32]2[C:30]([O:29][C:25]([CH3:28])([CH3:27])[CH3:26])=[O:31])=[O:45])=[O:14])[C:8](=[O:23])[C:7]1=[O:24])[CH2:3][CH2:4][CH3:5] |f:0.1|. Reported procedure: To a solution of 2-[(4-butyl-2,3-dioxopiperazin-1-yl)(phenyl)acetyl]hydrazinium chloride (94.0 mg, 0.27 mmol) in 1,2-dichloroethane (2 ml) were added 1-(tert-butoxycarbonyl)-3-phenylpiperidine-2-carboxylic acid (71.0 mg, 0.23 mmol), 1-hydroxybenzotriazole (44.5 mg, 0.26 mmol), diisopropylethylamine (0.050 ml, 0.27 mmol), and polystyrene bound carbodiimide (353 mg, 0.46 mmol, 1.34 mmol/g). The reaction was allowed to stir gently at room temperature for 24 h. The reaction was filtered, concentrate... The reactants are Cc1c(C=O)[nH]c2c1C(=O)N(CCN(C)C)CCC2, O=C1Cc2c(cccc2-c2c(F)cccc2F)N1. The product is Cc1c(C=C2C(=O)Nc3cccc(-c4c(F)cccc4F)c32)[nH]c2c1C(=O)N(CCN(C)C)CCC2. As a reaction SMILES: [CH3:1][N:2]([CH2:3][CH2:4][N:5]1[C:6](=[O:18])[c:7]2[c:8]([nH:12][c:13]([CH:16]=[O:17])[c:14]2[CH3:15])[CH2:9][CH2:10][CH2:11]1)[CH3:19].[F:20][c:21]1[c:22](-[c:28]2[c:29]3[c:33]([cH:34][cH:35][cH:36]2)[NH:32][C:31](=[O:37])[CH2:30]3)[c:23]([F:27])[cH:24][cH:25][cH:26]1>>[CH3:1][N:2]([CH2:3][CH2:4][N:5]1[C:6](=[O:18])[c:7]2[c:8]([nH:12][c:13]([CH:16]=[C:30]3[c:29]4[c:28](-[c:22]5[c:21]([F:20])[cH:26][cH:25][cH:24][c:23]5[F:27])[cH:36][cH:35][cH:34][c:33]4[NH:32][C:31]3=[O:37])[c:14]2[CH3:15])[CH2:9][CH2:10][CH2:11]1)[CH3:19]. Starting materials: C\C(=C/COC1=CC(=C(C(=O)O)C=C1)O)\CCC=C(C)C (4-{(2E)-3,7-dimethylocta-2,6-dienyloxy}-2-hydroxybenzoic acid), S(=O)(Cl)Cl (thionyl chloride), Cl (hydrochloric acid), OCCN (2-hydroxyethylamine). Solvent: CCCCCCCC (n-octane), N1=CC=CC=C1 (pyridine). Run at temperature 90 celsius, time 10 minute. Yields the product OCCNC(C1=C(C=C(C=C1)OC\C=C(\CCC=C(C)C)/C)O)=O (N-(2-hydroxyethyl)-4-{(2E)-3,7-dimethylocta-2,6-dienyloxy}-2-hydroxybenzamide). Yield: 21.7%. As a reaction SMILES: [CH3:1]/[C:2](/[CH2:16][CH2:17][CH:18]=[C:19]([CH3:21])[CH3:20])=[CH:3]\[CH2:4][O:5][C:6]1[CH:14]=[CH:13][C:9]([C:10]([OH:12])=O)=[C:8]([OH:15])[CH:7]=1.S(Cl)(Cl)=O.[OH:26][CH2:27][CH2:28][NH2:29].Cl>CCCCCCCC.N1C=CC=CC=1>[OH:26][CH2:27][CH2:28][NH:29][C:10](=[O:12])[C:9]1[CH:13]=[CH:14][C:6]([O:5][CH2:4]/[CH:3]=[C:2](\[CH3:1])/[CH2:16][CH2:17][CH:18]=[C:19]([CH3:21])[CH3:20])=[CH:7][C:8]=1[OH:15]. Reported procedure: In 50 ml of n-octane was dissolved 2.00 g (6.9 mmol) of 4-{(2E)-3,7-dimethylocta-2,6-dienyloxy}-2-hydroxybenzoic acid, and 5.0 ml (35 mmol) of thionyl chloride was added to the solution, followed by heating at 90° C. for 5 hours to conduct a reaction. After completion of the reaction, the reaction mixture was cooled, and n-octane was removed by evaporation. The residue was dissolved in n-octane, and a pyridine solution of 0.84 g (13.8 mmol) of 2-hydroxyethylamine was added thereto dropwise at ro... Product: COc1ccc(C2CCOCC2)c2sc(NC(=O)CC3CCCO3)nc12. Starting materials: COc1ccc(C2CCOCC2)c2sc(N)nc12, COc1ccc(C2CCOCC2)c2sc(NC(=O)CC3CCOCC3)nc12, O=C(O)CC1CCCO1. Reaction SMILES: [CH3:1][O:2][c:3]1[cH:4][cH:5][c:6]([CH:13]2[CH2:14][CH2:15][O:16][CH2:17][CH2:18]2)[c:7]2[c:8]1[n:9][c:10]([NH2:12])[s:11]2.[CH3:28][O:29][c:30]1[c:31]2[n:32][c:33]([NH:34][C:35](=[O:36])[CH2:37][CH:38]3[CH2:39][CH2:40][O:41][CH2:42][CH2:43]3)[s:44][c:45]2[c:46]([CH:47]2[CH2:48][CH2:49][O:50][CH2:51][CH2:52]2)[cH:53][cH:54]1.[O:19]1[CH:20]([CH2:24][C:25](=[O:26])[OH:27])[CH2:21][CH2:22][CH2:23]1>>[CH3:1][O:2][c:3]1[cH:4][cH:5][c:6]([CH:13]2[CH2:14][CH2:15][O:16][CH2:17][CH2:18]2)[c:7]2[c:8]1[n:9][c:10]([NH:12][C:25]([CH2:24][CH:20]1[O:19][CH2:23][CH2:22][CH2:21]1)=[O:26])[s:11]2. The reactants are CC1C(CCCC1=O)=O (2-methylcyclohexane-1,3-dione), S(O)(O)(=O)=O (sulfuric acid), Cl.ClC1=CC=C(C=C1)NN (p-chlorophenylhydrazine hydrochloride). Solvent: C1(=CC=CC=C1)C (toluene). Reaction conditions: temperature 82.5 celsius, time 4 hour. The product is ClC=1C=C2C(=C3N(C2=CC1)C(CCC3)=O)C (2-chloro-8,9-dihydro-10-methylpyrido[1,2-a]indol-6(7H)-one). Yield: 50.0%. RXN SMILES: Cl.[Cl:2][C:3]1[CH:8]=[CH:7][C:6]([NH:9]N)=[CH:5][CH:4]=1.[CH3:11][CH:12]1[C:17](=[O:18])[CH2:16][CH2:15][CH2:14][C:13]1=O.S(=O)(=O)(O)O>C1(C)C=CC=CC=1>[Cl:2][C:3]1[CH:8]=[C:7]2[C:6](=[CH:5][CH:4]=1)[N:9]1[C:17](=[O:18])[CH2:16][CH2:15][CH2:14][C:13]1=[C:12]2[CH3:11] |f:0.1|. Procedure details: To a suspension of p-chlorophenylhydrazine hydrochloride (8.52 g) in toluene (100 ml) were added 2-methylcyclohexane-1,3-dione (5.0 g) and 40% sulfuric acid (40 ml), and the mixture was stirred at 80-85° C. for 4 hours. After cooling, the organic layer was separated. The aqueous layer was extracted with toluene. The organic layers were combined and washed with aqueous sodium bicarbonate, water, and brine. After dried over sodium sulfate, the organic layer was evaporated. The residue was recrysta... The reactants are FC1(CCN(CC1)C(=O)C=1NC2=CC=C(C=C2C1)C(=O)N1CCN(CC1)C(C)C)F ((4,4-Difluoro-piperidin-1-yl)-[5-(4-isopropyl-piperazine-1-carbonyl)-1H-indol-2-yl]-methanone), [H-].[Na+] (sodium hydride), BrC(C)C (2-bromopropane). The solvent is CN(C=O)C (N,N-dimethylformamide). Yields the product FC1(CCN(CC1)C(=O)C=1N(C2=CC=C(C=C2C1)C(=O)N1CCN(CC1)C(C)C)C(C)C)F ((4,4-Difluoro-piperidin-1-yl)-[1-isopropyl-5-(4-isopropyl-piperazine-1-carbonyl)-1H-indol-2-yl]-methanone). The yield is 54.0%. Reaction SMILES: [F:1][C:2]1([F:30])[CH2:7][CH2:6][N:5]([C:8]([C:10]2[NH:11][C:12]3[C:17]([CH:18]=2)=[CH:16][C:15]([C:19]([N:21]2[CH2:26][CH2:25][N:24]([CH:27]([CH3:29])[CH3:28])[CH2:23][CH2:22]2)=[O:20])=[CH:14][CH:13]=3)=[O:9])[CH2:4][CH2:3]1.[H-].[Na+].Br[CH:34]([CH3:36])[CH3:35]>CN(C)C=O>[F:30][C:2]1([F:1])[CH2:7][CH2:6][N:5]([C:8]([C:10]2[N:11]([CH:34]([CH3:36])[CH3:35])[C:12]3[C:17]([CH:18]=2)=[CH:16][C:15]([C:19]([N:21]2[CH2:22][CH2:23][N:24]([CH:27]([CH3:28])[CH3:29])[CH2:25][CH2:26]2)=[O:20])=[CH:14][CH:13]=3)=[O:9])[CH2:4][CH2:3]1 |f:1.2|. Procedure details: The title compound was synthesized in analogy to example 51, from (4,4-difluoro-piperidin-1-yl)-[5-(4-isopropyl-piperazine-1-carbonyl)-1H-indol-2-yl]-methanone (example 32), sodium hydride and 2-bromopropane in N,N-dimethylformamide, to give the desired product as a colorless oil (54%). The reactants are C=C1CC(=O)O1 (diketene), BrBr (bromine), C([O-])(O)=O.[Na+] (sodium bicarbonate), NC1[C@@H]2N(C(=C(CS2)CSC)C(=O)OC(C2=CC=CC=C2)C2=CC=CC=C2)C1=O (benzhydryl 7-amino-3-methylthiomethyl-3-cephem-4-carboxylate), C[Si](C)(C)CC(=O)N (trimethylsilylacetamide), BrCC(CC(=O)Br)=O (4-bromoacetoacetyl bromide), resultant mixture. Run in O (water), C(Cl)Cl (methylene chloride), C(Cl)Cl (methylene chloride), C(Cl)Cl (methylene chloride). Yields the product BrCC(CC(=O)NC1[C@@H]2N(C(=C(CS2)CSC)C(=O)OC(C2=CC=CC=C2)C2=CC=CC=C2)C1=O)=O (benzhydryl 7-(4-bromoacetoacetamido)-3-methylthiomethyl-3-cephem-4-carboxylate). Reaction SMILES: C=C1OC(=O)C1.BrBr.[Br:9][CH2:10][C:11](=[O:16])[CH2:12][C:13](Br)=[O:14].[NH2:17][CH:18]1[C:44](=[O:45])[N:20]2[C:21]([C:28]([O:30][CH:31]([C:38]3[CH:43]=[CH:42][CH:41]=[CH:40][CH:39]=3)[C:32]3[CH:37]=[CH:36][CH:35]=[CH:34][CH:33]=3)=[O:29])=[C:22]([CH2:25][S:26][CH3:27])[CH2:23][S:24][C@H:19]12.C[Si](CC(N)=O)(C)C.C(=O)(O)[O-].[Na+]>C(Cl)Cl.O>[Br:9][CH2:10][C:11](=[O:16])[CH2:12][C:13]([NH:17][CH:18]1[C:44](=[O:45])[N:20]2[C:21]([C:28]([O:30][CH:31]([C:38]3[CH:39]=[CH:40][CH:41]=[CH:42][CH:43]=3)[C:32]3[CH:37]=[CH:36][CH:35]=[CH:34][CH:33]=3)=[O:29])=[C:22]([CH2:25][S:26][CH3:27])[CH2:23][S:24][C@H:19]12)=[O:14] |f:5.6|. Reported procedure: To a solution of diketene (1.3 ml) in methylene chloride (10 ml) was added dropwise a solution of bromine (1.24 g) in methylene chloride (10 ml) at -30° C. with stirring, and the stirring was continued at -20° C. for half an hour to prepare a solution of 4-bromoacetoacetyl bromide. This solution was added dropwise to a solution of benzhydryl 7-amino-3-methylthiomethyl-3-cephem-4-carboxylate (4.44 g) and trimethylsilylacetamide (5.46 g) in methylene chloride (100 ml) at -30° to -20° C. over a per... The yield is 41.0%. Product: C1(CCCC1)NC(=O)C=1C=C2C=3CC(CCC3NC2=CC1)N(C)C (N-cyclopentyl-3-dimethylamino-1,2,3,4-tetrahydro-9H-carbazole-6-carboxamide). As a reaction SMILES: [CH3:1][N:2]([CH3:19])[CH:3]1[CH2:15][C:14]2[C:13]3[C:8](=[CH:9][CH:10]=[C:11]([C:16]([OH:18])=O)[CH:12]=3)[NH:7][C:6]=2[CH2:5][CH2:4]1.[CH:20]1([NH2:25])[CH2:24][CH2:23][CH2:22][CH2:21]1>>[CH:20]1([NH:25][C:16]([C:11]2[CH:12]=[C:13]3[C:8](=[CH:9][CH:10]=2)[NH:7][C:6]2[CH2:5][CH2:4][CH:3]([N:2]([CH3:1])[CH3:19])[CH2:15][C:14]3=2)=[O:18])[CH2:24][CH2:23][CH2:22][CH2:21]1. Reactants: CN(C1CCC=2NC3=CC=C(C=C3C2C1)C(=O)O)C (3-dimethylamino-1,2,3,4-tetrahydro-9H-carbazole-6-carboxylic acid), C1(CCCC1)N (cyclopentylamine). Procedure details: Beginning with 7.4 mg (0.029 mMol) 3-dimethylamino-1,2,3,4-tetrahydro-9H-carbazole-6-carboxylic acid and cyclopentylamine, 4.1 mg (41%) of the title compound were recovered.